This data is from the Open Reaction Database (ORD), a public repository of structured organic reaction records. The task is: describe an organic reaction: reactants, conditions, products, and yield Starting materials: [OH-].[Na+] (NaOH), ClC1=CC=C(C=C1)S(=O)(=O)Cl (4-Chlorobenzene sulfonyl chloride), N[C@H]1[C@@H](CCCC1)C(=O)O (Trans-2-Aminocyclohexanecarboxylic acid). The solvent is O (water), C1(=CC=CC=C1)C (toluene), C1(=CC=CC=C1)C (toluene), O (water). Reaction conditions: time 16 hour. Yields the product ClC1=CC=C(C=C1)S(=O)(=O)N[C@H]1[C@@H](CCCC1)C(=O)O (Trans-2-(4-Chloro-benzenesulfonylamino)-cyclohexanecarboxylic Acid). Reaction SMILES: [NH2:1][C@@H:2]1[CH2:7][CH2:6][CH2:5][CH2:4][C@H:3]1[C:8]([OH:10])=[O:9].[OH-].[Na+].[Cl:13][C:14]1[CH:19]=[CH:18][C:17]([S:20](Cl)(=[O:22])=[O:21])=[CH:16][CH:15]=1>O.C1(C)C=CC=CC=1>[Cl:13][C:14]1[CH:19]=[CH:18][C:17]([S:20]([NH:1][C@@H:2]2[CH2:7][CH2:6][CH2:5][CH2:4][C@H:3]2[C:8]([OH:10])=[O:9])(=[O:22])=[O:21])=[CH:16][CH:15]=1 |f:1.2|. Procedure: Trans-2-Aminocyclohexanecarboxylic acid (0.150 g, 1.05 mmol) is dissolved in 1.5 ml of water and NaOH (0.09 g, 2.25 mmol) in 1.5 ml of water is added at 0° C. 4-Chlorobenzene sulfonyl chloride (0.243 g, 1.15 mmol) in 1.5 ml of toluene is added. The reaction mixture is stirred at room temperature for 16 hours. The toluene layer is separated and the aqueous layer is washed twice with toluene. The toluene layers are discarded. Ethyl acetate is added to the aqueous layer (15 ml) and 2M HCl until pH<...